From a dataset of the Open Reaction Database (ORD), a public repository of structured organic reaction records. describe an organic reaction: reactants, conditions, products, and yield Yields the product C[C@@H]1[C@@H](CC[C@]2([C@H]1CC[C@]3([C@H]2[C@@H](C[C@@H]\4[C@@]3(C[C@@H](/C4=C(\C(=O)O)/CCC=C(C)C)OC(=O)C)C)O)C)C)O.C[C@@H]1[C@@H](CC[C@]2([C@H]1CC[C@]3([C@H]2[C@@H](C[C@@H]\4[C@@]3(C[C@@H](/C4=C(\C(=O)O)/CCC=C(C)C)OC(=O)C)C)O)C)C)O.O (fusidic acid hemihydrate). Reported procedure: 1.64 g fusidic acid, 313 ml ethanol, 380 ml water, and 162 mg acetone were mixed and the saturated solution was filtered through a filter. 178 g fusidic acid was dissolved in 693 ml ethanol and 25 ml acetone and the solution was filtered through a filter. The first solution was poured into a 5 litre flask and stirred at 180 rpm in a water bath at temperature 30° C. The solution was seeded with 0.45 g fusidic acid hemihydrate having the characteristics as described in example 1. The second soluti... Conditions: temperature 30 celsius. Reactants: C[C@H]1[C@@H]2CC[C@]3([C@H]([C@]2(CC[C@H]1O)C)[C@@H](C[C@@H]\4[C@@]3(C[C@@H](/C4=C(/CCC=C(C)C)\C(=O)O)OC(=O)C)C)O)C (fusidic acid), C(C)O (ethanol), O (water). The solvent is CC(=O)C (acetone). RXN SMILES: [CH3:1][C@@H:2]1[C@H:11]([OH:12])[CH2:10][CH2:9][C@@:8]2([CH3:13])[C@H:3]1[CH2:4][CH2:5][C@:6]1([CH3:37])[C@@:17]3([CH3:35])[CH2:18][C@H:19]([O:31][C:32]([CH3:34])=[O:33])/[C:20](=[C:21](\[C:28]([OH:30])=[O:29])/[CH2:22][CH2:23][CH:24]=[C:25]([CH3:27])[CH3:26])/[C@@H:16]3[CH2:15][C@@H:14]([OH:36])[C@H:7]12.C([OH:40])C.O>CC(C)=O>[CH3:1][C@H:2]1[C@@H:3]2[CH2:4][CH2:5][C@:6]3([CH3:37])[C@@:17]4([CH3:35])[CH2:18][C@H:19]([O:31][C:32]([CH3:34])=[O:33])/[C:20](=[C:21](/[CH2:22][CH2:23][CH:24]=[C:25]([CH3:26])[CH3:27])\[C:28]([OH:30])=[O:29])/[C@@H:16]4[CH2:15][C@@H:14]([OH:36])[C@H:7]3[C@@:8]2([CH3:13])[CH2:9][CH2:10][C@H:11]1[OH:12].[CH3:1][C@H:2]1[C@@H:3]2[CH2:4][CH2:5][C@:6]3([CH3:37])[C@@:17]4([CH3:35])[CH2:18][C@H:19]([O:31][C:32]([CH3:34])=[O:33])/[C:20](=[C:21](/[CH2:22][CH2:23][CH:24]=[C:25]([CH3:26])[CH3:27])\[C:28]([OH:30])=[O:29])/[C@@H:16]4[CH2:15][C@@H:14]([OH:36])[C@H:7]3[C@@:8]2([CH3:13])[CH2:9][CH2:10][C@H:11]1[OH:12].[OH2:40] |f:4.5.6|. Reactants: C (charcoal), ClC1=C(OC=2C=CC(=C(C(=O)O)C2)[N+](=O)[O-])C(=CC(=C1)C(F)(F)F)Cl (5-(2,6-dichloro-4-trifluoromethyl-phenoxy)-2-nitro-benzoic acid), CN(C=O)C (dimethylformamide), S(=O)(Cl)Cl (thionyl chloride). Run in ClCCCl (1,2-dichloro-ethane). Yields the product ClC1=C(OC=2C=CC(=C(C(=O)Cl)C2)[N+](=O)[O-])C(=CC(=C1)C(F)(F)F)Cl (5-(2,6-dichloro-4-trifluoromethylphenoxy)-2-nitro-benzoic acid chloride). Yield: 78.5%. As a reaction SMILES: [Cl:1][C:2]1[CH:20]=[C:19]([C:21]([F:24])([F:23])[F:22])[CH:18]=[C:17]([Cl:25])[C:3]=1[O:4][C:5]1[CH:6]=[CH:7][C:8]([N+:14]([O-:16])=[O:15])=[C:9]([CH:13]=1)[C:10]([OH:12])=O.CN(C)C=O.S(Cl)([Cl:33])=O.C>ClCCCl>[Cl:1][C:2]1[CH:20]=[C:19]([C:21]([F:24])([F:22])[F:23])[CH:18]=[C:17]([Cl:25])[C:3]=1[O:4][C:5]1[CH:6]=[CH:7][C:8]([N+:14]([O-:16])=[O:15])=[C:9]([CH:13]=1)[C:10]([Cl:33])=[O:12]. Reported procedure: 79.2 g of 5-(2,6-dichloro-4-trifluoromethyl-phenoxy)-2-nitro-benzoic acid and 0.5 ml of dimethylformamide were introduced into 150 ml of 1,2-dichloro-ethane. 28.6 g of thionyl chloride were added dropwise at 60° to 65° C. and the mixture was heated under reflux for 1 hour. The solution was clarified with active charcoal and filtered through kieselguhr. The mother liquor was concentrated and the residue was recrystallized from cyclohexane. 65.1 g (79% of theory) of 5-(2,6-dichloro-4-trifluorometh... The reactants are CC1(COC2(OC1)CCC(CC2)(O)CCN[C@@H](C)C2=C(C=CC=C2)C)C (3,3-dimethyl-9-{2-[(S)-1-o-tolyl-ethylamino]-ethyl}-1,5-dioxa-spiro[5.5]undecan-9-ol), ClC(Cl)(OC(OC(Cl)(Cl)Cl)=O)Cl (triphosgene), crude product, CC1(COC2(CCC3(CCN(C(O3)=O)[C@@H](C)C3=C(C=CC=C3)C)CC2)OC1)C (12,12-di methyl-3-[(S)-1-o-tolyl-ethyl]-1,10,14-trioxa-3-aza-dispiro[5.2.5.2]hexadecan-2-one), Intermediate 2, Intermediate 2. The product is C1(=C(C=CC=C1)[C@H](C)N1C(OC2(CC1)CCC(CC2)=O)=O)C (3-[(S)-1-o-Tolyl-ethyl]-1-oxa-3-aza-spiro[5.5]undecane-2,9-dione). RXN SMILES: CC1(C)COC2(CCC(CCN[C@H](C3C=CC=CC=3C)C)(O)CC2)OC1.ClC(Cl)(OC(=O)OC(Cl)(Cl)Cl)Cl.CC1(C)CO[C:43]2([CH2:63][CH2:62][C:46]3([O:51][C:50](=[O:52])[N:49]([C@H:53]([C:55]4[CH:60]=[CH:59][CH:58]=[CH:57][C:56]=4[CH3:61])[CH3:54])[CH2:48][CH2:47]3)[CH2:45][CH2:44]2)[O:42]C1>>[C:56]1([CH3:61])[CH:57]=[CH:58][CH:59]=[CH:60][C:55]=1[C@@H:53]([N:49]1[CH2:48][CH2:47][C:46]2([CH2:62][CH2:63][C:43](=[O:42])[CH2:44][CH2:45]2)[O:51][C:50]1=[O:52])[CH3:54]. Reported procedure: The title compound is prepared from 3,3-dimethyl-9-{2-[(S)-1-o-tolyl-ethylamino]-ethyl}-1,5-dioxa-spiro[5.5]undecan-9-ol and triphosgene following a procedure analogous to that described in Step 4 of Intermediate 2; the crude product, a mixture of the title compound and 12,12-di methyl-3-[(S)-1-o-tolyl-ethyl]-1,10,14-trioxa-3-aza-dispiro[5.2.5.2]hexadecan-2-one, obtained thereafter is treated as described in Step 10 of Intermediate 2 to convert the intermediate to the title compound as well. Yie... As a reaction SMILES: C([O:3][C:4](=[O:23])[CH2:5][CH:6]([C:15](=O)[C:16]1[CH:21]=[CH:20][CH:19]=[CH:18][CH:17]=1)[C:7](=O)[C:8]1[CH:13]=[CH:12][CH:11]=[CH:10][CH:9]=1)C.[CH3:24][NH:25][NH2:26].C(O)(=O)C.[OH-].[Na+]>O.C(O)C>[CH3:24][N:25]1[C:15]([C:16]2[CH:21]=[CH:20][CH:19]=[CH:18][CH:17]=2)=[C:6]([CH2:5][C:4]([OH:3])=[O:23])[C:7]([C:8]2[CH:13]=[CH:12][CH:11]=[CH:10][CH:9]=2)=[N:26]1 |f:3.4|. Product: CN1N=C(C(=C1C1=CC=CC=C1)CC(=O)O)C1=CC=CC=C1 (1-methyl-3,5-diphenyl-pyrazol-4-acetic acid). The yield is 66.8%. The reactants are C(C)OC(CC(C(C1=CC=CC=C1)=O)C(C1=CC=CC=C1)=O)=O (3,3-dibenzoyl-propionic acid-ethyl ester), CNN (methyl hydrazine), C(C)(=O)O (acetic acid), [OH-].[Na+] (sodium hydroxide). Procedure: 6.2 grams 3,3-dibenzoyl-propionic acid-ethyl ester, 1.0 gram methyl hydrazine and 4 grams glacial acetic acid were mixed and the mixture heated to the boiling temperature under reflux for 4 hours. The reaction mixture was then evaporated, the residue taken upon benzene and extracted with water. The benzene was then distilled from the benzene phase and the residue, constituting the crude ester reaction product, was heated with 2.0 grams sodium hydroxide, 20 milliliters ethanol and 20 milliliters ... The solvent is O (water), C(C)O (ethanol). Starting materials: N(N)C1=NC2=C(N1)C=CC(=C2)C (2-hydrazino-5-methyl-1H-benzimidazole), C(C)(=O)C(C(=O)OCC)CC1=CC=C(C=C1)C1=CC=CC=C1 (ethyl 2-acetyl-3-(4-phenylphenyl)propanoate). Product: CC1=NN(C(=C1CC1=CC=C(C=C1)C1=CC=CC=C1)O)C1=NC2=C(N1)C=CC(=C2)C (3-methyl-1-(5-methyl-1H-benzimidazol-2-yl)-4-[(4-phenylphenyl)methyl]-1H-pyrazol-5-ol). RXN SMILES: [NH:1]([C:3]1[NH:7][C:6]2[CH:8]=[CH:9][C:10]([CH3:12])=[CH:11][C:5]=2[N:4]=1)[NH2:2].[C:13]([CH:16]([CH2:22][C:23]1[CH:28]=[CH:27][C:26]([C:29]2[CH:34]=[CH:33][CH:32]=[CH:31][CH:30]=2)=[CH:25][CH:24]=1)[C:17](OCC)=[O:18])(=O)[CH3:14]>>[CH3:14][C:13]1[C:16]([CH2:22][C:23]2[CH:28]=[CH:27][C:26]([C:29]3[CH:34]=[CH:33][CH:32]=[CH:31][CH:30]=3)=[CH:25][CH:24]=2)=[C:17]([OH:18])[N:1]([C:3]2[NH:7][C:6]3[CH:8]=[CH:9][C:10]([CH3:12])=[CH:11][C:5]=3[N:4]=2)[N:2]=1. Procedure: Using 2-hydrazino-5-methyl-1H-benzimidazole (4) obtained in Example 1, step 3 and ethyl 2-acetyl-3-(4-phenylphenyl)propanoate (33), and by a method similar to that in Example 1, step 4, 3-methyl-1-(5-methyl-1H-benzimidazol-2-yl)-4-[(4-phenylphenyl)methyl]-1H-pyrazol-5-ol (34) was obtained.